This data is from the Open Reaction Database (ORD), a public repository of structured organic reaction records. The task is: describe an organic reaction: reactants, conditions, products, and yield Reactants: CO, NS(=O)(=O)c1cc2c(cc1Cl)C(=O)N(Cc1ccccn1)C2=O, Cl, Cl, O=C1NC(=O)c2ccccc21, [Sn], [Sn]. Yields the product NS(=O)(=O)c1cc2c(cc1Cl)CN(Cc1ccccn1)C2=O, Cl. RXN SMILES: [CH3:39][OH:40].[Cl:3][c:4]1[c:5]([S:22](=[O:23])(=[O:24])[NH2:25])[cH:6][c:7]2[c:11]([cH:12]1)[C:10](=[O:13])[N:9]([CH2:14][c:15]1[n:16][cH:17][cH:18][cH:19][cH:20]1)[C:8]2=[O:21].[ClH:1].[ClH:37].[O:26]=[C:27]1[c:28]2[c:29]([cH:30][cH:31][cH:32][cH:33]2)[C:34](=[O:35])[NH:36]1.[Sn:2].[Sn:38]>>[Cl:3][c:4]1[c:5]([S:22](=[O:23])(=[O:24])[NH2:25])[cH:6][c:7]2[c:11]([cH:12]1)[CH2:10][N:9]([CH2:14][c:15]1[n:16][cH:17][cH:18][cH:19][cH:20]1)[C:8]2=[O:21].[ClH:1].